This data is from the Open Reaction Database (ORD), a public repository of structured organic reaction records. The task is: describe an organic reaction: reactants, conditions, products, and yield Starting materials: ClC1=NC2=CC(=C(C=C2N=C1)Cl)Cl (2,6,7-trichloroquinoxaline), NN (hydrazine). Solvent: CCO (EtOH). The product is N(N)C1=NC2=CC(=C(C=C2N=C1)Cl)Cl (2-hydrazino-6,7 dichloroquinoxaline). Reaction SMILES: Cl[C:2]1[CH:11]=[N:10][C:9]2[C:4](=[CH:5][C:6]([Cl:13])=[C:7]([Cl:12])[CH:8]=2)[N:3]=1.[NH2:14][NH2:15]>CCO>[NH:14]([C:2]1[CH:11]=[N:10][C:9]2[C:4](=[CH:5][C:6]([Cl:13])=[C:7]([Cl:12])[CH:8]=2)[N:3]=1)[NH2:15]. Procedure details: To the 2,6,7-trichloroquinoxaline was added anhydrous EtOH (500 ml) to give a brown solution. 5.0 g (156 mmol) anhydrous hydrazine were added dropwise under N2, turning the solution red immediately. The solution was heated at reflux for 1 hour, cooled and the resulting solid was collected. Recrystallization from 1500 ml 95% EtOH yielded 13.0 g of 2-hydrazino-6,7 dichloroquinoxaline